This data is from the Open Reaction Database (ORD), a public repository of structured organic reaction records. The task is: describe an organic reaction: reactants, conditions, products, and yield Starting materials: C(C)(=O)OC(C)=O (Acetic anhydride), NC(C1=CC(=NC=C1)N1CCN(CC1)C(CCC(C)(C)C)=O)=NO (1-{4-[amino(hydroxyimino)methyl]pyridin-2-yl}-4-(4,4-dimethylpentanoyl)piperazine). The product is CC(CCC(=O)N1CCN(CC1)C1=NC=CC(=C1)C1=NOC(=N1)C)(C)C (1-(4,4-Dimethylpentanoyl)-4-[4-(5-methyl-1,2,4-oxadiazol-3-yl)pyridin-2-yl]piperazine). RXN SMILES: C(O[C:5](=[O:7])[CH3:6])(=O)C.[NH2:8][C:9](=[N:30]O)[C:10]1[CH:15]=[CH:14][N:13]=[C:12]([N:16]2[CH2:21][CH2:20][N:19]([C:22](=[O:29])[CH2:23][CH2:24][C:25]([CH3:28])([CH3:27])[CH3:26])[CH2:18][CH2:17]2)[CH:11]=1>>[CH3:26][C:25]([CH3:28])([CH3:27])[CH2:24][CH2:23][C:22]([N:19]1[CH2:20][CH2:21][N:16]([C:12]2[CH:11]=[C:10]([C:9]3[N:30]=[C:5]([CH3:6])[O:7][N:8]=3)[CH:15]=[CH:14][N:13]=2)[CH2:17][CH2:18]1)=[O:29]. Procedure: Acetic anhydride (2 mL) was added to 1-{4-[amino(hydroxyimino)methyl]pyridin-2-yl}-4-(4,4-dimethylpentanoyl)piperazine (104 mg) obtained in Example 56-1), heated under reflux for 2 hours, then the excess acetic anhydride was evaporated away, the residue was diluted with ethyl acetate, washed with aqueous saturated sodium hydrogencarbonate solution and saturated saline water, and dried with anhydrous sodium sulfate. The solvent was evaporated away, and the resulting residue was isolated and purif...